Dataset: the Open Reaction Database (ORD), a public repository of structured organic reaction records. Task: describe an organic reaction: reactants, conditions, products, and yield Reactants: ice, C(C)(C)(C)OC(=O)N1[C@@H](C2=CC=C(C=C2CC1)F)C1=C(C=CC(=C1)Cl)OCC(=O)OCC ((S)-1-(5-chloro-2-ethoxycarbonylmethoxy-phenyl)-6-fluoro-3,4-dihydro-1H-isoquinoline-2-carboxylic acid tert-butyl ester). The solvent is CCO (EtOH), Cl (HCl), O1CCOCC1 (dioxane). Reaction conditions: time 3 hour. Product: C(C)OC(COC1=C(C=C(C=C1)Cl)[C@H]1NCCC2=CC(=CC=C12)F)=O ([4-Chloro-2-((S)-6-fluoro-1,2,3,4-tetrahydro-isoquinolin-1-yl)-phenoxy]-acetic acid ethyl ester). Reaction SMILES: C(OC([N:8]1[CH2:17][CH2:16][C:15]2[C:10](=[CH:11][CH:12]=[C:13]([F:18])[CH:14]=2)[C@H:9]1[C:19]1[CH:24]=[C:23]([Cl:25])[CH:22]=[CH:21][C:20]=1[O:26][CH2:27][C:28]([O:30][CH2:31][CH3:32])=[O:29])=O)(C)(C)C>CCO.Cl.O1CCOCC1>[CH2:31]([O:30][C:28](=[O:29])[CH2:27][O:26][C:20]1[CH:21]=[CH:22][C:23]([Cl:25])=[CH:24][C:19]=1[C@@H:9]1[C:10]2[C:15](=[CH:14][C:13]([F:18])=[CH:12][CH:11]=2)[CH2:16][CH2:17][NH:8]1)[CH3:32]. Procedure: To an ice-cooled solution of (S)-1-(5-chloro-2-ethoxycarbonylmethoxy-phenyl)-6-fluoro-3,4-dihydro-1H-isoquinoline-2-carboxylic acid tert-butyl ester (640 mg, 1.38 mmol, 1 eq.) in EtOH (2.5 mL), 4M HCl in dioxane (5.5 mL) was added. The resulting solution was stirred at r.t. for 3 hours. The reaction mixture was concentrated in vacuo. The residue was partitioned between AcOEt and a sat. aq. NaHCO3 soln. The layers were separated and the aq. phase was extracted with AcOEt. The comb. org. phases we... Reactants: C(C)C1=C(C=CC(=C1OC)C)C=1OC(CN1)(C)C (2-(2-Ethyl-3-methoxy-4-methylphenyl)-5,5-dimethyloxazoline), [OH-].[K+] (potassium hydroxide), ice, CI (methyl iodide), resultant mixture. Run in O (water), CS(=O)C (dimethyl sulfoxide). Yields the product C(C)C1=C(C(=O)O)C=CC(=C1OC)C (2-Ethyl-3-Methoxy-4-Methylbenzoic Acid). Reaction SMILES: [CH2:1]([C:3]1[C:8]([O:9][CH3:10])=[C:7]([CH3:11])[CH:6]=[CH:5][C:4]=1[C:12]1[O:13]C(C)(C)CN=1)[CH3:2].CI.[OH-:21].[K+]>CS(C)=O.O>[CH2:1]([C:3]1[C:8]([O:9][CH3:10])=[C:7]([CH3:11])[CH:6]=[CH:5][C:4]=1[C:12]([OH:13])=[O:21])[CH3:2] |f:2.3|. Reported procedure: 2-(2-Ethyl-3-methoxy-4-methylphenyl)-5,5-dimethyloxazoline, synthesized in like manner according to EXAMPLE 10, (2.7 g, 13.1 mmoles) and 2.2 mL (35.3 mmoles) of methyl iodide were dissolved in 4 mL of dimethyl sulfoxide. The resultant mixture was stirred for 18 hours at room temperature. A solution of 4.2 g of potassium hydroxide in 35 mL of water was added, and the mixture was heated at reflux for 8 hours. About 40 g ice was added, and the solution was extracted with ether. The aqueous layer wa... The reactants are ClC1=NC(=CC2=C1C=CN2)Cl (4,6-dichloro-1H-pyrrolo[3,2-c]pyridine), [H-].[Na+] (sodium hydride), oil, ICC (iodoethane). Run in O1CCCC1 (tetrahydrofuran). Reaction conditions: temperature 0 celsius, time 0.5 hour. Yields the product ClC1=NC(=CC2=C1C=CN2CC)Cl (4,6-dichloro-1-ethyl-1H-pyrrolo[3,2-c]pyridine). Yield: 69.4%. As a reaction SMILES: [Cl:1][C:2]1[C:7]2[CH:8]=[CH:9][NH:10][C:6]=2[CH:5]=[C:4]([Cl:11])[N:3]=1.[H-].[Na+].I[CH2:15][CH3:16]>O1CCCC1>[Cl:1][C:2]1[C:7]2[CH:8]=[CH:9][N:10]([CH2:15][CH3:16])[C:6]=2[CH:5]=[C:4]([Cl:11])[N:3]=1 |f:1.2|. Procedure: A solution of 4,6-dichloro-1H-pyrrolo[3,2-c]pyridine (250 mg, 1.34 mmol) in tetrahydrofuran (4 mL) at 0° C. was treated with a 60% dispersion of sodium hydride in mineral oil (64.2 mg, 2.67 mmol) followed by iodoethane (229 mg, 1.47 mmol). After stirring at 0° C. for 0.5 h, the reaction mixture was allowed to warm to room temperature and was stirred at room temperature overnight. At this time, the resulting mixture was quenched with a saturated aqueous sodium bicarbonate solution. The reaction m... Starting materials: C(C1=CC=CC=C1)=C1C(=C(C(N1)=O)N=O)OC (5-benzylidene-4-methoxy-3-nitroso-1,5-dihydropyrrol-2-one), NC1=CC=CC=C1 (aniline). Run in CO (methanol). Product: C(C1=CC=CC=C1)=C1C(=C(C(N1)=O)N=O)NC1=CC=CC=C1 (5-benzylidene-3-nitroso-4-phenylamino-1,5-dihydropyrrol-2-one). The yield is 30.0%. As a reaction SMILES: [CH:1](=[C:8]1[NH:12][C:11](=[O:13])[C:10]([N:14]=[O:15])=[C:9]1OC)[C:2]1[CH:7]=[CH:6][CH:5]=[CH:4][CH:3]=1.[NH2:18][C:19]1[CH:24]=[CH:23][CH:22]=[CH:21][CH:20]=1>CO>[CH:1](=[C:8]1[NH:12][C:11](=[O:13])[C:10]([N:14]=[O:15])=[C:9]1[NH:18][C:19]1[CH:24]=[CH:23][CH:22]=[CH:21][CH:20]=1)[C:2]1[CH:7]=[CH:6][CH:5]=[CH:4][CH:3]=1. Procedure details: A solution of 0.11 g (0.5 mmol) 5-benzylidene-4-methoxy-3-nitroso-1,5-dihydropyrrol-2-one (prepared by the method of H. Poschenrieder et al (Arch. Pharm. Pharm. Med. Chem. 1998, vol. 331, pp. 389-394) and Stachel et al (J. Heterocycl. Chem. 1980, vol. 17, pp. 1195-1199 and Liebigs Ann. Chem. 1985, pp. 1692-1696)) in methanol was boiled under reflux with 0.25 mol (0.25 mmol) aniline for two minutes. The compound 5-benzylidene-3-nitroso-4-phenylamino-1,5-dihydropyrrol-2-one was obtained in a yield... Starting materials: O=C([O-])O, CCCCNc1nccc(-c2c(-c3ccc(N=C(c4ccccc4)c4ccccc4)cc3)nn3c(NCCCC)cccc23)n1, Cl, [Na+], C1CCOC1. Product: CCCCNc1nccc(-c2c(-c3ccc(N)cc3)nn3c(NCCCC)cccc23)n1. RXN SMILES: [C:47](=[O:48])([OH:49])[O-:50].[CH2:1]([CH2:2][CH2:3][CH3:4])[NH:5][c:6]1[cH:7][cH:8][cH:9][c:10]2[n:11]1[n:12][c:13](-[c:26]1[cH:27][cH:28][c:29]([N:32]=[C:33]([c:34]3[cH:35][cH:36][cH:37][cH:38][cH:39]3)[c:40]3[cH:41][cH:42][cH:43][cH:44][cH:45]3)[cH:30][cH:31]1)[c:14]2-[c:15]1[n:16][c:17]([NH:21][CH2:22][CH2:23][CH2:24][CH3:25])[n:18][cH:19][cH:20]1.[ClH:46].[Na+:51].[O:52]1[CH2:53][CH2:54][CH2:55][CH2:56]1>>[CH2:1]([CH2:2][CH2:3][CH3:4])[NH:5][c:6]1[cH:7][cH:8][cH:9][c:10]2[n:11]1[n:12][c:13](-[c:26]1[cH:27][cH:28][c:29]([NH2:32])[cH:30][cH:31]1)[c:14]2-[c:15]1[n:16][c:17]([NH:21][CH2:22][CH2:23][CH2:24][CH3:25])[n:18][cH:19][cH:20]1. Reactants: N1=C(C=NC=C1)N1N=C(C=2C[C@@H]3[C@H](C12)C3)C(=O)O ((1aR,5aR)-2-(Pyrazin-2-yl)-1a,2,5,5a-tetrahydro-1H-2,3-diaza-cyclopropa[a]pentalene-4-carboxylic Acid), C(C)(C)(C)N (tert-butyl amine). Yields the product C(C)(C)(C)NC(=O)C=1C=2C[C@@H]3[C@H](C2N(N1)C1=NC=CN=C1)C3 ((1aR,5aR)-2-Pyrazin-2-yl-1a,2,5,5a-tetrahydro-1H-2,3-diaza-cyclopropa[a]pentalene-4-carboxylic Acid tert-Butylamide). RXN SMILES: [N:1]1[CH:6]=[CH:5][N:4]=[CH:3][C:2]=1[N:7]1[C:14]2[C@@H:13]3[CH2:15][C@@H:12]3[CH2:11][C:10]=2[C:9]([C:16]([OH:18])=O)=[N:8]1.[C:19]([NH2:23])([CH3:22])([CH3:21])[CH3:20]>>[C:19]([NH:23][C:16]([C:9]1[C:10]2[CH2:11][C@H:12]3[CH2:15][C@H:13]3[C:14]=2[N:7]([C:2]2[CH:3]=[N:4][CH:5]=[CH:6][N:1]=2)[N:8]=1)=[O:18])([CH3:22])([CH3:21])[CH3:20]. Reported procedure: The title compound was prepared in a manner similar to that described in Method G using Intermediate 2 and tert-butyl amine. LCMS m/z=298.3 [M+H]+; 1H NMR (400 MHz, CDCl3) δ 0.47 (td, J=4.6 and 3.3 Hz, 1H), 1.22-1.27 (m, 1H), 1.48 (s, 9H), 2.25-2.32 (m, 1H), 2.71-2.76 (m, 1H), 2.93 (d, J=16.7 Hz, 1H), 3.02 (dd, J=16.6 and 6.2 Hz, 1H), 6.79 (s, 1H), 8.42 (br, 1H), 8.49 (d, J=2.0 Hz, 1H), 9.25 (s, 1H). Reactants: FC1=CC=C(C(=O)Cl)C=C1 (4-fluorobenzoyl chloride), CN[C@@H]1CCC=2N(C3=CC=CC=C3C2CC(=O)OCCC)C1 (propyl [(7R)-7-(methylamino)-6,7,8,9-tetrahydropyrido[1,2-a]indol-10-yl]acetate). Yields the product FC1=CC=C(C(=O)N([C@@H]2CCC=3N(C4=CC=CC=C4C3CC(=O)O)C2)C)C=C1 ({(7R)-7-[(4-fluorobenzoyl)(methyl)amino]-6,7,8,9-tetrahydropyrido[1,2-a]indol-10-yl}acetic acid). Reaction SMILES: [F:1][C:2]1[CH:10]=[CH:9][C:5]([C:6](Cl)=[O:7])=[CH:4][CH:3]=1.[CH3:11][NH:12][C@H:13]1[CH2:32][N:17]2[C:18]3[C:23]([C:24]([CH2:25][C:26]([O:28]CCC)=[O:27])=[C:16]2[CH2:15][CH2:14]1)=[CH:22][CH:21]=[CH:20][CH:19]=3>>[F:1][C:2]1[CH:10]=[CH:9][C:5]([C:6]([N:12]([CH3:11])[C@H:13]2[CH2:32][N:17]3[C:18]4[C:23]([C:24]([CH2:25][C:26]([OH:28])=[O:27])=[C:16]3[CH2:15][CH2:14]2)=[CH:22][CH:21]=[CH:20][CH:19]=4)=[O:7])=[CH:4][CH:3]=1. Procedure details: The title compound was prepared using analogous procedures described in Example 2 (Method B) from 4-fluorobenzoyl chloride and propyl [(7R)-7-(methylamino)-6,7,8,9-tetrahydropyrido[1,2-a]indol-10-yl]acetate. MS (+ESI) m/z: 381.